Task: describe an organic reaction: reactants, conditions, products, and yield. Dataset: the Open Reaction Database (ORD), a public repository of structured organic reaction records Reactants: O=C(O)c1c(F)c(F)c(Br)c(F)c1F, ClP(Cl)(Cl)(Cl)Cl. Product: O=C(Cl)c1c(F)c(F)c(Br)c(F)c1F. As a reaction SMILES: [Br:1][c:2]1[c:3]([F:14])[c:4]([F:13])[c:5]([C:6](=[O:7])[OH:8])[c:9]([F:12])[c:10]1[F:11].[Cl:15][P:16]([Cl:17])([Cl:18])([Cl:19])[Cl:20]>>[Br:1][c:2]1[c:3]([F:14])[c:4]([F:13])[c:5]([C:6](=[O:7])[Cl:15])[c:9]([F:12])[c:10]1[F:11]. Reactants: CO, CCOC(=O)CCCSc1nccc(NC(N)=NCC(F)(F)F)n1, NCCO. The product is NC(=NCC(F)(F)F)Nc1ccnc(SCCCC(=O)NCCO)n1. RXN SMILES: [CH3:29][OH:30].[F:1][C:2]([CH2:3][N:4]=[C:5]([NH:6][c:7]1[n:8][c:9]([S:13][CH2:14][CH2:15][CH2:16][C:17]([O:19][CH2:18][CH3:20])=[O:21])[n:10][cH:11][cH:12]1)[NH2:22])([F:23])[F:24].[NH2:25][CH2:26][CH2:27][OH:28]>>[F:1][C:2]([CH2:3][N:4]=[C:5]([NH:6][c:7]1[n:8][c:9]([S:13][CH2:14][CH2:15][CH2:16][C:17](=[O:19])[NH:25][CH2:26][CH2:27][OH:28])[n:10][cH:11][cH:12]1)[NH2:22])([F:23])[F:24].